Dataset: the Open Reaction Database (ORD), a public repository of structured organic reaction records. Task: describe an organic reaction: reactants, conditions, products, and yield Starting materials: CC#N, CCC1(O)C(=O)OCc2c1cc1n(c2=O)Cc2c-1nc1ccccc1c2CC[Si](C)(C)CCl, NCc1ccccc1. The product is CCC1(O)C(=O)OCc2c1cc1n(c2=O)Cc2c-1nc1ccccc1c2CC[Si](C)(C)CNCc1ccccc1. As a reaction SMILES: [CH3:42][C:43]#[N:44].[Cl:1][CH2:2][Si:3]([CH2:4][CH2:5][c:6]1[c:7]2[c:8]([n:9][c:10]3[c:18]1[CH2:17][n:16]1[c:11]-3[cH:12][c:13]3[c:14]([c:15]1=[O:19])[CH2:20][O:21][C:22](=[O:27])[C:23]3([OH:24])[CH2:25][CH3:26])[cH:28][cH:29][cH:30][cH:31]2)([CH3:32])[CH3:33].[NH2:34][CH2:35][c:36]1[cH:37][cH:38][cH:39][cH:40][cH:41]1>>[CH2:2]([Si:3]([CH2:4][CH2:5][c:6]1[c:7]2[c:8]([n:9][c:10]3[c:18]1[CH2:17][n:16]1[c:11]-3[cH:12][c:13]3[c:14]([c:15]1=[O:19])[CH2:20][O:21][C:22](=[O:27])[C:23]3([OH:24])[CH2:25][CH3:26])[cH:28][cH:29][cH:30][cH:31]2)([CH3:32])[CH3:33])[NH:34][CH2:35][c:36]1[cH:37][cH:38][cH:39][cH:40][cH:41]1. Yields the product O=C(Cl)COc1ccc(Oc2ccc(Cl)cc2)cc1. The reactants are O=C(O)COc1ccc(Oc2ccc(Cl)cc2)cc1, O=S(Cl)Cl, c1ccccc1. As a reaction SMILES: [Cl:1][c:2]1[cH:3][cH:4][c:5]([O:6][c:7]2[cH:8][cH:9][c:10]([O:11][CH2:12][C:13](=[O:14])[OH:15])[cH:16][cH:17]2)[cH:18][cH:19]1.[S:20]([Cl:21])([Cl:22])=[O:23].[cH:24]1[cH:25][cH:26][cH:27][cH:28][cH:29]1>>[Cl:1][c:2]1[cH:3][cH:4][c:5]([O:6][c:7]2[cH:8][cH:9][c:10]([O:11][CH2:12][C:13](=[O:14])[Cl:22])[cH:16][cH:17]2)[cH:18][cH:19]1.